describe an organic reaction: reactants, conditions, products, and yield From a dataset of the Open Reaction Database (ORD), a public repository of structured organic reaction records. Reactants: C([O-])(O)=O.[Na+] (sodium bicarbonate), [NH4+].[Cl-] (NH4Cl), CC(=CC=O)C (dimethylacroleine), O=P(Cl)(Cl)Cl (POCl3), C(CC(C)C)N(C(=O)C1=CC=2N(C=C1)N=C(C2)C(=O)N2CCCCC2)CCC(C)C (N,N-diisopentyl-2-(piperidine-1-carbonyl)pyrazolo[1,5-a]pyridine-5-carboxamide). Solvent: O (Water), CO (MeOH), ClC(C)Cl (dichloroethane). Conditions: temperature 65 celsius, time 12 hour. Yields the product C(CC(C)C)N(C(=O)C1=CC=2N(C=C1)N=C(C2\C=C\C=O)C(=O)N2CCOCC2)CCC(C)C ((E)-N,N-diisopentyl-2-(morpholine-4-carbonyl)-3-(3-oxoprop-1-en-1-yl)pyrazolo[1,5-a]pyridine-5-carboxamide). Yield: 78.0%. RXN SMILES: C[C:2](C)=[CH:3][CH:4]=[O:5].O=P(Cl)(Cl)Cl.[CH2:12]([N:17]([CH2:37][CH2:38][CH:39]([CH3:41])[CH3:40])[C:18]([C:20]1[CH:25]=[CH:24][N:23]2[N:26]=[C:27]([C:29]([N:31]3[CH2:36][CH2:35]C[CH2:33][CH2:32]3)=[O:30])[CH:28]=[C:22]2[CH:21]=1)=[O:19])[CH2:13][CH:14]([CH3:16])[CH3:15].C(=O)(O)[O-:43].[Na+].[NH4+].[Cl-]>ClC(Cl)C.CO.O>[CH2:12]([N:17]([CH2:37][CH2:38][CH:39]([CH3:41])[CH3:40])[C:18]([C:20]1[CH:25]=[CH:24][N:23]2[N:26]=[C:27]([C:29]([N:31]3[CH2:32][CH2:33][O:43][CH2:35][CH2:36]3)=[O:30])[C:28](/[CH:2]=[CH:3]/[CH:4]=[O:5])=[C:22]2[CH:21]=1)=[O:19])[CH2:13][CH:14]([CH3:16])[CH3:15] |f:3.4,5.6|. Reported procedure: To a stirred solution of dimethylacroleine (0.250 ml, 2.52 mmol) and POCl3 (0.235 ml, 2.52 mmol) in dichloroethane (2 ml) at 0° C. for 15 min was added N,N-diisopentyl-2-(piperidine-1-carbonyl)pyrazolo[1,5-a]pyridine-5-carboxamide (0.26 g, 0.630 mmol). The mixture was heated to 65° C. for 6 h. Mixed more reagents for 15 min then added to solution above and stirred at 65° C. for 12 h. Water (20 ml) was added to the cooled mixture and extracted with DCM (3×25 ml). The combined organics (liquids an...